Dataset: the Open Reaction Database (ORD), a public repository of structured organic reaction records. Task: describe an organic reaction: reactants, conditions, products, and yield Starting materials: OOS(=O)[O-].[K+] (oxone), BrC1=CC(=C(C=C1)S)OC(F)(F)F (4-bromo-2-trifluoromethoxy-benzenethiol), IC (iodomethane), C([O-])([O-])=O.[K+].[K+] (potassium carbonate), BrC1=CC(=C(C=C1)SC)OC(F)(F)F (4-bromo-1-methylsulfanyl-2-trifluoromethoxy-benzene), OOS(=O)[O-].[K+] (oxone), OOS(=O)[O-].[K+] (oxone). The solvent is CC(=O)C (acetone). Yields the product BrC1=CC(=C(C=C1)S(=O)(=O)C)OC(F)(F)F (4-Bromo-1-methanesulfonyl-2-trifluoromethoxy-benzene), solid. RXN SMILES: [Br:1][C:2]1[CH:7]=[CH:6][C:5](S)=[C:4]([O:9][C:10]([F:13])([F:12])[F:11])[CH:3]=1.IC.[C:16](=O)([O-])[O-].[K+].[K+].BrC1C=CC(SC)=C(OC(F)(F)F)C=1.O[O:37][S:38]([O-:40])=O.[K+]>CC(C)=O>[Br:1][C:2]1[CH:7]=[CH:6][C:5]([S:38]([CH3:16])(=[O:40])=[O:37])=[C:4]([O:9][C:10]([F:13])([F:12])[F:11])[CH:3]=1 |f:2.3.4,6.7|. Procedure details: Following the method of example 9a, reaction of 4-bromo-2-trifluoromethoxy-benzenethiol (1.0 g, 3.48 mmol) with iodomethane (0.238 mL, 3.82 mmol) and potassium carbonate (0.528 g, 3.82 mmol) in 13 mL acetone, followed by oxidation as described in example 39c, using 4-bromo-1-methylsulfanyl-2-trifluoromethoxy-benzene (0.78 g, 2.72 mmol) and oxone® (2.17 g, 3.54 mmol), stirring over night at r.t., addition of oxone® (0.84 g, 1.37 mmol), stirring over night at r.t., addition of oxone® (0.84 g, 1.37...